Dataset: the Open Reaction Database (ORD), a public repository of structured organic reaction records. Task: describe an organic reaction: reactants, conditions, products, and yield Run in ClCCl (dichloromethane), Cl (hydrochloric acid). Reaction conditions: time 2 hour. Reactants: CN1CCOCC1 (N-methylmorpholine), P(=O)(OC1=CC=CC=C1)(Cl)Cl (phenyl dichlorophosphate), Cl.C1(=CC=CC=C1)C(C1=CC=CC=C1)OC(=S)C1=C(CS[C@H]2N1C([C@H]2N)=O)CSC=2N=NNC2 (7β-amino-3-(1,2,3-triazol-4-yl) thiomethylthio- 3-cephem-4-carboxylic acid diphenylmethyl ester hydrochloride), C(C)(C)(C)OC(=O)NC=1SC=C(N1)/C(/C(=O)O)=N/OC(C1=CC=CC=C1)(C1=CC=CC=C1)C1=CC=CC=C1 ((Z)-2-(2-t-butoxycarbonylaminothiazol -4-yl)-2-trityloxyiminoacetic acid). Reaction SMILES: Cl.[C:2]1([CH:8]([O:15][C:16]([C:18]2[N:23]3[C:24](=[O:27])[C@@H:25]([NH2:26])[C@H:22]3[S:21][CH2:20][C:19]=2[CH2:28][S:29][C:30]2[N:31]=[N:32][NH:33][CH:34]=2)=[S:17])[C:9]2[CH:14]=[CH:13][CH:12]=[CH:11][CH:10]=2)[CH:7]=[CH:6][CH:5]=[CH:4][CH:3]=1.[C:35]([O:39][C:40]([NH:42][C:43]1[S:44][CH:45]=[C:46](/[C:48](=[N:52]/[O:53][C:54]([C:67]2[CH:72]=[CH:71][CH:70]=[CH:69][CH:68]=2)([C:61]2[CH:66]=[CH:65][CH:64]=[CH:63][CH:62]=2)[C:55]2[CH:60]=[CH:59][CH:58]=[CH:57][CH:56]=2)/[C:49](O)=[O:50])[N:47]=1)=[O:41])([CH3:38])([CH3:37])[CH3:36].CN1CCOCC1.P(Cl)(Cl)(OC1C=CC=CC=1)=O>ClCCl.Cl>[C:2]1([CH:8]([O:15][C:16]([C:18]2[N:23]3[C:24](=[O:27])[C@@H:25]([NH:26][C:49](=[O:50])/[C:48](/[C:46]4[N:47]=[C:43]([NH:42][C:40]([O:39][C:35]([CH3:37])([CH3:36])[CH3:38])=[O:41])[S:44][CH:45]=4)=[N:52]\[O:53][C:54]([C:61]4[CH:66]=[CH:65][CH:64]=[CH:63][CH:62]=4)([C:55]4[CH:60]=[CH:59][CH:58]=[CH:57][CH:56]=4)[C:67]4[CH:72]=[CH:71][CH:70]=[CH:69][CH:68]=4)[C@H:22]3[S:21][CH2:20][C:19]=2[CH2:28][S:29][C:30]2[N:31]=[N:32][NH:33][CH:34]=2)=[S:17])[C:9]2[CH:10]=[CH:11][CH:12]=[CH:13][CH:14]=2)[CH:3]=[CH:4][CH:5]=[CH:6][CH:7]=1 |f:0.1|. Procedure: To a suspension of 7β-amino-3-(1,2,3-triazol-4-yl) thiomethylthio- 3-cephem-4-carboxylic acid diphenylmethyl ester hydrochloride (110 mg: 0.2 mMol.) and (Z)-2-(2-t-butoxycarbonylaminothiazol -4-yl)-2-trityloxyiminoacetic acid (122 mg: 0.23 mMol.) in dichloromethane (3 ml) are added N-methylmorpholine (72 μl: 0.66 mMol.) and phenyl dichlorophosphate (33 μl : 0.22 mMol.) at -30° C. After stirring for 2 hours, the reaction mixture is diluted with 10% hydrochloric acid and extracted with ethyl aceta... Product: C1(=CC=CC=C1)C(C1=CC=CC=C1)OC(=S)C1=C(CS[C@H]2N1C([C@H]2NC(\C(=N/OC(C2=CC=CC=C2)(C2=CC=CC=C2)C2=CC=CC=C2)\C=2N=C(SC2)NC(=O)OC(C)(C)C)=O)=O)CSC=2N=NNC2 (7β- [(Z)-2-(2-t-butoxycarbonylaminothiazol-4-yl)-2-trityloxyiminoacetamido]- 3-(1,2,3-triazol-4-yl) thiomethylthio-3-cephem-4-carboxylic acid diphenylmethyl ester). Yield: 54.6%.